Dataset: the Open Reaction Database (ORD), a public repository of structured organic reaction records. Task: describe an organic reaction: reactants, conditions, products, and yield The reactants are example 1 ( b ), CS(=O)(=O)C=1C=CC(=C(C(=O)O)C1)OCC(C(F)(F)F)(F)F (5-methanesulfonyl-2-(2,2,3,3,3-pentafluoro-propoxy)-benzoic acid), FC(C(=O)O)(F)F.FC(C1=NN=C(S1)N1CCNCC1)(F)F (1-(5-trifluoromethyl-[1,3,4]thiadiazol-2-yl)-piperazine trifluoroacetate). Yields the product CS(=O)(=O)C=1C=CC(=C(C1)C(=O)N1CCN(CC1)C=1SC(=NN1)C(F)(F)F)OCC(C(F)(F)F)(F)F ([5-Methanesulfonyl-2-(2,2,3,3,3-pentafluoro-propoxy)-phenyl]-[4-(5-trifluoromethyl-[1,3,4]thiadiazol-2-yl)-piperazin-1-yl]-methanone). Yield: 56.0%. RXN SMILES: [CH3:1][S:2]([C:5]1[CH:6]=[CH:7][C:8]([O:14][CH2:15][C:16]([F:22])([F:21])[C:17]([F:20])([F:19])[F:18])=[C:9]([CH:13]=1)[C:10](O)=[O:11])(=[O:4])=[O:3].FC(F)(F)C(O)=O.[F:30][C:31]([F:44])([F:43])[C:32]1[S:36][C:35]([N:37]2[CH2:42][CH2:41][NH:40][CH2:39][CH2:38]2)=[N:34][N:33]=1>>[CH3:1][S:2]([C:5]1[CH:6]=[CH:7][C:8]([O:14][CH2:15][C:16]([F:22])([F:21])[C:17]([F:19])([F:20])[F:18])=[C:9]([C:10]([N:40]2[CH2:39][CH2:38][N:37]([C:35]3[S:36][C:32]([C:31]([F:43])([F:30])[F:44])=[N:33][N:34]=3)[CH2:42][CH2:41]2)=[O:11])[CH:13]=1)(=[O:3])=[O:4] |f:1.2|. Procedure details: Prepared in analogy to example 1 (b) from 5-methanesulfonyl-2-(2,2,3,3,3-pentafluoro-propoxy)-benzoic acid (Example A30) and 1-(5-trifluoromethyl-[1,3,4]thiadiazol-2-yl)-piperazine trifluoroacetate (Example 62(b)). The crude material was purified by chromatography (SiO2, methanol/dichloromethane) to yield the title compound as an off-white solid (yield 56%). MS (m/e): 569.3 (M+H+, 100%). Starting materials: OC1=CC=CC=2OC3(CC3)C(C21)=O (4-hydroxyspiro[benzo[b]furan-2(3H),1'-cyclopropane]-3-one), C([O-])([O-])=O.[K+].[K+] (potassium carbonate), C(C)N(CCCl)CC (β-diethylaminoethyl chloride), CN(C=O)C (N,N-dimethylformamide). Run in O (water). Reaction conditions: time 3 hour. Yields the product Cl.C(C)N(CCOC1=CC=CC=2OC3(CC3)C(C21)=O)CC (4-(2-diethylaminoethyloxy)spiro[benzo[b]furan-2(3H),1'-cyclopropane]-3-one hydrochloride). Reaction SMILES: [OH:1][C:2]1[C:12]2[C:11](=[O:13])[C:8]3([CH2:10][CH2:9]3)[O:7][C:6]=2[CH:5]=[CH:4][CH:3]=1.C(=O)([O-])[O-].[K+].[K+].[CH2:20]([N:22]([CH2:26][CH3:27])[CH2:23][CH2:24][Cl:25])[CH3:21].CN(C)C=O>O>[ClH:25].[CH2:20]([N:22]([CH2:26][CH3:27])[CH2:23][CH2:24][O:1][C:2]1[C:12]2[C:11](=[O:13])[C:8]3([CH2:9][CH2:10]3)[O:7][C:6]=2[CH:5]=[CH:4][CH:3]=1)[CH3:21] |f:1.2.3,7.8|. Procedure: A mixture of 4-hydroxyspiro[benzo[b]furan-2(3H),1'-cyclopropane]-3-one, (0.176 g.) potassium carbonate (0.276 g.), β-diethylaminoethyl chloride (0.215 g.) and N,N-dimethylformamide (5 ml.) was stirred at room temperature for 3 hours. The reaction mixture was diluted with water and extracted with ethyl acetate. The extract was washed with water, dried and distilled to remove the solvent. The residue was purified by column chromatography on silica gel, using chloroform as the eluent. The product w... Product: C(C)CN(CC(=O)O)C(CC)=O (Ethyl N-propionyl sarcosine). Run at time 20 minute. Procedure details: A 250 mL round-bottomed flask was charged under a flow of nitrogen with pyridine (50 mL) and sarcosine ethyl ester hydrochloride (25 g) and then placed in an ice bath. Propionyl chloride (14.5 mL) was added by syringe over 15 minutes. After stirring for an additional 20 minutes, the ice bath was removed and the mixture was stirred for one hour. The mixture was poured into cold water (175 mL) and extracted with diethyl ether (2×100 mL) and then ethyl acetate (3×100 mL). The combined extracts were... The reactants are Cl.C(C)OC(CNC)=O (sarcosine ethyl ester hydrochloride), N1=CC=CC=C1 (pyridine), C(CC)(=O)Cl (Propionyl chloride). As a reaction SMILES: Cl.C([O:4][C:5](=[O:9])[CH2:6][NH:7][CH3:8])C.[C:10](Cl)(=[O:13])[CH2:11][CH3:12].N1C=CC=[CH:17][CH:16]=1>>[CH2:16]([CH2:8][N:7]([C:10](=[O:13])[CH2:11][CH3:12])[CH2:6][C:5]([OH:4])=[O:9])[CH3:17] |f:0.1|. Reactants: BrC(Br)(Br)Br, C1CCOC1, O, CC(C)(C)OC(=O)c1ccc(CCO)cc1, c1ccc(P(c2ccccc2)c2ccccc2)cc1. The product is CC(C)(C)OC(=O)c1ccc(CCBr)cc1. As a reaction SMILES: [Br:1][C:2]([Br:3])([Br:4])[Br:5].[CH2:41]1[O:42][CH2:43][CH2:44][CH2:45]1.[O:46].[OH:25][CH2:26][CH2:27][c:28]1[cH:29][cH:30][c:31]([C:32](=[O:33])[O:34][C:35]([CH3:36])([CH3:37])[CH3:38])[cH:39][cH:40]1.[c:6]1([P:7]([c:8]2[cH:9][cH:10][cH:11][cH:12][cH:13]2)[c:14]2[cH:15][cH:16][cH:17][cH:18][cH:19]2)[cH:20][cH:21][cH:22][cH:23][cH:24]1>>[CH2:2]([Br:5])[CH2:27][c:28]1[cH:29][cH:30][c:31]([C:32](=[O:33])[O:34][C:35]([CH3:36])([CH3:37])[CH3:38])[cH:39][cH:40]1.